Dataset: the Open Reaction Database (ORD), a public repository of structured organic reaction records. Task: describe an organic reaction: reactants, conditions, products, and yield Reactants: CO, CC1(C)CCC(O)(C[N+](=O)[O-])CC1, [OH-], [OH-], [Pd+2]. Product: CC1(C)CCC(O)(CN)CC1. Reaction SMILES: [CH3:14][OH:15].[CH3:1][C:2]1([CH3:13])[CH2:3][CH2:4][C:5]([OH:8])([CH2:9][N+:10]([O-:11])=[O:12])[CH2:6][CH2:7]1.[OH-:16].[OH-:18].[Pd+2:17]>>[CH3:1][C:2]1([CH3:13])[CH2:3][CH2:4][C:5]([OH:8])([CH2:9][NH2:10])[CH2:6][CH2:7]1. Starting materials: C(C1=CC=CC=C1)OC1=C(C=CC=C1OC)CC(CO[Si](C)(C)C(C)(C)C)O ((±)-1-[2-(benzyloxy)-3-methoxyphenyl]-3-{[tert-butyl(dimethyl)silyl]oxy}propan-2-ol), C1(=CC=CC=C1)P(C1=CC=CC=C1)C1=CC=CC=C1 (triphenylphosphine), C1(=CC=CC=C1)O (phenol), Intermediate 5, Intermediate 4, COC1=CC=CC=C1O (6-methoxyphenol), CCOC(=O)/N=N/C(=O)OCC (diethylazodicarboxylate). The reagents and catalysts are [Pd] (palladium on carbon). Product: C(C)(C)(C)[Si](C)(C)OCC1OC2=C(C1)C=CC=C2OC ((±)-tert-butyl[(7-methoxy-2,3-dihydro-1-benzofuran-2-yl)methoxy]dimethylsilane). Yield: 80.5%. Reaction SMILES: C(O[C:9]1[C:14]([O:15][CH3:16])=[CH:13][CH:12]=[CH:11][C:10]=1[CH2:17][CH:18]([OH:28])[CH2:19][O:20][Si:21]([C:24]([CH3:27])([CH3:26])[CH3:25])([CH3:23])[CH3:22])C1C=CC=CC=1.COC1C(O)=CC=CC=1.C1(O)C=CC=CC=1.C1(P(C2C=CC=CC=2)C2C=CC=CC=2)C=CC=CC=1.CCOC(/N=N/C(OCC)=O)=O>[Pd]>[C:24]([Si:21]([O:20][CH2:19][CH:18]1[CH2:17][C:10]2[CH:11]=[CH:12][CH:13]=[C:14]([O:15][CH3:16])[C:9]=2[O:28]1)([CH3:22])[CH3:23])([CH3:25])([CH3:26])[CH3:27]. Procedure details: Treatment of (±)-1-[2-(benzyloxy)-3-methoxyphenyl]-3-{[tert-butyl(dimethyl)silyl]oxy}propan-2-ol (58.14 g, 0.144 mol) with palladium on carbon (5.81 g, 10 wt. %) generally according to the procedure described for Intermediate 4 provided (±)-2-(3-[tert-butyl(dimethyl)silyl]oxy}-2-hydroxypropyl)-6-methoxyphenol as a crude oil. Treatment of the phenol with triphenylphosphine (44.52 g, 0.170 mol) and diethylazodicarboxylate (29.56 g, 0.170 mol) generally according to the procedure described for Inte... Reactants: [H-].[Na+] (NaH), CN1C(N(C(C2=C1C(=CN2)C)=O)C)=O (1,3,7-Trimethyl-1H-pyrrolo[3,2-d]pyrimidine-2,4(3H,5H)-dione), BrCC(=O)NC=1SC=C(N1)C1=CC(=C(C(=C1)F)OCC(F)(F)F)F (2-bromo-N-{4-[3,5-difluoro-4-(2,2,2-trifluoroethoxy)phenyl]-1,3-thiazol-2-yl}acetamide). Run in CN(C)C=O (DMF). The product is FC=1C=C(C=C(C1OCC(F)(F)F)F)C=1N=C(SC1)NC(CN1C=CC=2N(C(N(C(C21)=O)C)=O)C)=O (N-{4-[3,5-Difluoro-4-(2,2,2-trifluoroethoxy)phenyl]-1,3-thiazol-2-yl}-2-(1,3-dimethyl-2,4-dioxo-1,2,3,4-tetrahydro-5H-pyrrolo[3,2-d]pyrimidin-5-yl)acetamide), product. RXN SMILES: [CH3:1][N:2]1[C:7]2[C:8](C)=[CH:9][NH:10][C:6]=2[C:5](=[O:12])[N:4]([CH3:13])[C:3]1=[O:14].Br[CH2:16][C:17]([NH:19][C:20]1[S:21][CH:22]=[C:23]([C:25]2[CH:30]=[C:29]([F:31])[C:28]([O:32][CH2:33][C:34]([F:37])([F:36])[F:35])=[C:27]([F:38])[CH:26]=2)[N:24]=1)=[O:18].[H-].[Na+]>CN(C=O)C>[F:38][C:27]1[CH:26]=[C:25]([C:23]2[N:24]=[C:20]([NH:19][C:17](=[O:18])[CH2:16][N:10]3[C:6]4[C:5](=[O:12])[N:4]([CH3:13])[C:3](=[O:14])[N:2]([CH3:1])[C:7]=4[CH:8]=[CH:9]3)[S:21][CH:22]=2)[CH:30]=[C:29]([F:31])[C:28]=1[O:32][CH2:33][C:34]([F:35])([F:36])[F:37] |f:2.3|. Procedure details: The title compound was prepared according to the general procedure (Method A) by coupling Intermediate 1 (29 mg, 0.166 mmol) with 2-bromo-N-{4-[3,5-difluoro-4-(2,2,2-trifluoroethoxy)phenyl]-1,3-thiazol-2-yl}acetamide (60 mg, 0.139 mmol) in the presence of NaH (5.0 mg, 0.208 mmol) in dry DMF (5.0 mL) to give 20 mg of the product as a white solid; 1H NMR (δ ppm, DMSO-d6, 300 MHz) 3.17 (s, 3H), 3.39 (s, 3H), 4.86 (q, J=8.7 Hz, 2H), 5.32 (s, 2H), 6.23 (s, 1H), 7.35 (s, 1H), 7.69 (s, 1H), 7.72 (s, 1H... Reactants: C[Si](C)(C)C#CC=1C(NC(NC1)=O)=O (5-TMSU), O=P12OP3(=O)OP(=O)(O1)OP(=O)(O2)O3 (P4O10), BrC(C1=CC=CC=C1)C1=CC=CC=C1 (1-bromodiphenylmethane). The reagents and catalysts are Cl[Si](C)(C)C (chlorotrimethylsilane). Solvent: CC#N (MeCN). Product: C(C1=CC=CC=C1)(C1=CC=CC=C1)N1C(=O)NC(=O)C(=C1)C#C[Si](C)(C)C (1-Benzhydryl-5-trimethylsilanylethynyluracil). Reaction SMILES: [CH3:1][Si:2]([C:5]#[C:6][C:7]1[C:8](=[O:14])[NH:9][C:10](=[O:13])[NH:11][CH:12]=1)([CH3:4])[CH3:3].O=P12OP3(OP(OP(O3)(O1)=O)(=O)O2)=O.Br[CH:30]([C:37]1[CH:42]=[CH:41][CH:40]=[CH:39][CH:38]=1)[C:31]1[CH:36]=[CH:35][CH:34]=[CH:33][CH:32]=1>CC#N.Cl[Si](C)(C)C>[CH:30]([N:11]1[CH:12]=[C:7]([C:6]#[C:5][Si:2]([CH3:3])([CH3:4])[CH3:1])[C:8](=[O:14])[NH:9][C:10]1=[O:13])([C:31]1[CH:36]=[CH:35][CH:34]=[CH:33][CH:32]=1)[C:37]1[CH:42]=[CH:41][CH:40]=[CH:39][CH:38]=1. Procedure: 2.09 g (10 mmol) 5-TMSU (5-trimethylsilanylethynyluracil) dried over P4O10 are suspended in about 50 mL absolute MeCN, then 6 mL (25 mmol) BSA and a few drops of chlorotrimethylsilane are added via a septum, and the suspension is stirred at room temperature under argon until it is completely clear. Then 2.72 g (11 mmol) 1-bromodiphenylmethane are added to the resulting solution. The batch is now stirred for 24 h on an oil bath under exclusion from moisture at 84° C. The dark brown solution is co...